This data is from the Open Reaction Database (ORD), a public repository of structured organic reaction records. The task is: describe an organic reaction: reactants, conditions, products, and yield Starting materials: C1(=CC=CC=C1)[C@@H](CN1C[C@H](CC1)OC1OCCCC1)NOC1OCCCC1 (1-(S)-Phenyl-N-tetrahydropyranyloxy-2-(3-(S)-tetrahydropyranyloxypyrroidin-1-yl)ethylamine), ClC=1C=C(C=CC1Cl)CC(=O)O (3,4-dichlorophenylacetic acid). Yields the product ClC=1C=C(C=CC1Cl)CC(=O)N([C@H](CN1C[C@H](CC1)OC1OCCCC1)C1=CC=CC=C1)OC1OCCCC1 (2-(3,4-Dichlorophenyl)-N-tetrahydropyranyloxy-N-[2-(3-(S)-tetrahydropyranyloxypyrrolidin-1-yl)-1-(S)-phenylethyl]acetamide). Yield: 69.8%. RXN SMILES: [C:1]1([C@H:7]([NH:21][O:22][CH:23]2[CH2:28][CH2:27][CH2:26][CH2:25][O:24]2)[CH2:8][N:9]2[CH2:13][CH2:12][C@H:11]([O:14][CH:15]3[CH2:20][CH2:19][CH2:18][CH2:17][O:16]3)[CH2:10]2)[CH:6]=[CH:5][CH:4]=[CH:3][CH:2]=1.[Cl:29][C:30]1[CH:31]=[C:32]([CH2:37][C:38](O)=[O:39])[CH:33]=[CH:34][C:35]=1[Cl:36]>>[Cl:29][C:30]1[CH:31]=[C:32]([CH2:37][C:38]([N:21]([O:22][CH:23]2[CH2:28][CH2:27][CH2:26][CH2:25][O:24]2)[C@@H:7]([C:1]2[CH:6]=[CH:5][CH:4]=[CH:3][CH:2]=2)[CH2:8][N:9]2[CH2:13][CH2:12][C@H:11]([O:14][CH:15]3[CH2:20][CH2:19][CH2:18][CH2:17][O:16]3)[CH2:10]2)=[O:39])[CH:33]=[CH:34][C:35]=1[Cl:36]. Procedure: This was prepared from 1-(S)-Phenyl-N-tetrahydropyranyloxy-2-(3-(S)-tetrahydropyranyloxypyrroidin-1-yl)ethylamine and 3,4-dichlorophenylacetic acid in 69.8% yield as a clear brown Viscous oil according to a procedure similar to that described in Example 1. Starting materials: O=O (oxygen), C(C)=O (acetaldehyde), C(C)=O (acetaldehyde), C1(CCCCCO1)=O (ε-caprolactone). Reagents/catalysts: Co, [Co] (cobalt). Solvent: C1(CCCCC1)=O (cyclohexanone), C(C)(=O)OCC (ethyl acetate). Run at temperature 40 celsius, time 5 hour. Product: C1(CCCCC1)=O (cyclohexanone), C(C)(=O)OO (peracetic acid), C(C)=O (acetaldehyde), C(CCCCC(=O)O)(=O)O (adipic acid). As a reaction SMILES: [CH:1](=[O:3])[CH3:2].[O:4]=[O:5].[C:6]1(=[O:13])[O:12][CH2:11][CH2:10][CH2:9][CH2:8][CH2:7]1>C1(=O)CCCCC1.C(OCC)(=O)C.[Co]>[C:6]1(=[O:13])[CH2:7][CH2:8][CH2:9][CH2:10][CH2:11]1.[C:1]([O:4][OH:5])(=[O:3])[CH3:2].[CH:11](=[O:12])[CH3:10].[C:6]([OH:12])(=[O:13])[CH2:7][CH2:8][CH2:9][CH2:2][C:1]([OH:4])=[O:3]. Procedure details: 450 g of cyclohexanone, 1160 g of ethyl acetate used as a solvent and 0.08 g cobalt naphthanate containing 6% of Co as a catalyst were introduced in a batchwise type reactor of 2 liters. 360 g of acetaldehyde were then dropped therein for 5 hours and the reaction temperature was maintained at 40° C. 2.2 liter/hour of oxygen gas was introduced from the beginning of the acetaldehyde dropping until one hour after the end of the dropping. The composition of the solution obtained was ε-caprolactone: ...